This data is from the Open Reaction Database (ORD), a public repository of structured organic reaction records. The task is: describe an organic reaction: reactants, conditions, products, and yield The reactants are O=C([O-])[O-], CS(C)=O, FC(F)(F)c1cncc(I)n1, [K+], [K+], CCOC(=O)c1cn[nH]c1. The product is CCOC(=O)c1cnn(-c2cncc(C(F)(F)F)n2)c1. As a reaction SMILES: [C:22](=[O:23])([O-:24])[O-:25].[CH3:28][S:29]([CH3:30])=[O:31].[I:1][c:2]1[n:3][c:4]([C:8]([F:9])([F:10])[F:11])[cH:5][n:6][cH:7]1.[K+:26].[K+:27].[nH:12]1[n:13][cH:14][c:15]([C:17](=[O:18])[O:19][CH2:20][CH3:21])[cH:16]1>>[c:2]1(-[n:12]2[n:13][cH:14][c:15]([C:17](=[O:18])[O:19][CH2:20][CH3:21])[cH:16]2)[n:3][c:4]([C:8]([F:9])([F:10])[F:11])[cH:5][n:6][cH:7]1.